This data is from the Open Reaction Database (ORD), a public repository of structured organic reaction records. The task is: describe an organic reaction: reactants, conditions, products, and yield Reactants: C1(=CC=CC=C1)C(CC(=O)C1=CN=C2SC=C(N21)C)C (2-phenylpropyl-3-methylimidazo[2,1-b]thiazol-5-yl methanone), [BH4-].[Na+] (NaBH4). Run in C(C)O (ethanol). Yields the product CC=1N2C(SC1)=NC=C2C(O)CC(C)C2=CC=CC=C2 (3-Methyl-α-(2-phenylpropyl)imidazo[2,1-b]thiazole-5-methanol). Yield: 88.7%. Reaction SMILES: [C:1]1([CH:7]([CH3:20])[CH2:8][C:9]([C:11]2[N:18]3[C:14]([S:15][CH:16]=[C:17]3[CH3:19])=[N:13][CH:12]=2)=[O:10])[CH:6]=[CH:5][CH:4]=[CH:3][CH:2]=1.[BH4-].[Na+]>C(O)C>[CH3:19][C:17]1[N:18]2[C:11]([CH:9]([CH2:8][CH:7]([C:1]3[CH:2]=[CH:3][CH:4]=[CH:5][CH:6]=3)[CH3:20])[OH:10])=[CH:12][N:13]=[C:14]2[S:15][CH:16]=1 |f:1.2|. Procedure: A solution of 2-phenylpropyl-3-methylimidazo[2,1-b]thiazol-5-yl methanone (Formula B-3) (0.28 g) in ethanol (20 mL) was treated with NaBH4 (41.7 mg) and reacted for 48 hours. Solvent was evaporated and the residue was treated with water and the precipitated product was extracted into ethyl acetate. Drying and evaporation of the extract gave crude 3-Methyl-α-(2-phenylpropyl)imidazo[2,1-b]thiazole-5-methanol (Formula B-5) (0.25 g) which deposited pure 3-Methyl-α-(2-phenylpropyl)imidazo[2,1-b]thiaz... Reactants: FC(C=1C=C(C=CC1)CC(=O)N1CCCCC1)(F)F (1-[[3-(trifluoromethyl)phenyl]acetyl]piperidine), COC=1C=CC(=CC1)P2(=S)SP(=S)(S2)C=3C=CC(=CC3)OC (Lawesson's reagent). Run in C1=CC=CC=C1 (benzene). The product is S=C(CC1=CC(=CC=C1)C(F)(F)F)N1CCCCC1 (1-[1-thioxo-2-[3-(trifluoromethyl)phenyl]ethyl]piperidine). The yield is 182.4%. As a reaction SMILES: [F:1][C:2]([F:19])([F:18])[C:3]1[CH:4]=[C:5]([CH2:9][C:10]([N:12]2[CH2:17][CH2:16][CH2:15][CH2:14][CH2:13]2)=O)[CH:6]=[CH:7][CH:8]=1.COC1C=CC(P2(SP(C3C=CC(OC)=CC=3)(=S)S2)=[S:29])=CC=1>C1C=CC=CC=1>[S:29]=[C:10]([N:12]1[CH2:17][CH2:16][CH2:15][CH2:14][CH2:13]1)[CH2:9][C:5]1[CH:6]=[CH:7][CH:8]=[C:3]([C:2]([F:19])([F:18])[F:1])[CH:4]=1. Procedure: A mixture of 135.6 g of 1-[[3-(trifluoromethyl)phenyl]acetyl]piperidine, 101.1 g of Lawesson's reagent and 400 ml of benzene was heated at reflux for 6 hours, cooled and concentrated in vacuo. The residue was taken up in dichloromethane, filtered through a bed of neutral alumina with 3 liters of dichloromethane elution. The filtrate was concentrated in vacuo. The resulting oil was vacuum distilled giving 131 g of 1-[1-thioxo-2-[3-(trifluoromethyl)phenyl]ethyl]piperidine, bp 181°-182° C. (3.0 mmH... Reactants: BrCC(=O)OC (methyl bromoacetate), OCCC1=C(OC2=C1C=CC=C2OC)CC=C (3-(2-hydroxyethyl)-7-methoxy-2-(2-propenyl)benzofuran), C(CC)S (n-propanethiol), CC(C)([O-])C.[K+] (potassium t-butoxide). Solvent: CN(C)C=O (DMF), O (water). Reaction conditions: time 5 minute. The product is OCCC1=C(OC2=C1C=CC=C2OCC(=O)OC)C=CC (Methyl (3-(2-hydroxyethyl)-2-(1-propenyl)benzofuran-7-yloxy)acetate). Yield: 35.0%. Reaction SMILES: [OH:1][CH2:2][CH2:3][C:4]1[C:8]2[CH:9]=[CH:10][CH:11]=[C:12]([O:13][CH3:14])[C:7]=2[O:6][C:5]=1[CH2:15][CH:16]=[CH2:17].C(S)CC.CC(C)([O-])C.[K+].BrC[C:30]([O:32][CH3:33])=[O:31]>CN(C=O)C.O>[OH:1][CH2:2][CH2:3][C:4]1[C:8]2[CH:9]=[CH:10][CH:11]=[C:12]([O:13][CH2:14][C:30]([O:32][CH3:33])=[O:31])[C:7]=2[O:6][C:5]=1[CH:15]=[CH:16][CH3:17] |f:2.3|. Procedure details: 3-(2-hydroxyethyl)-7-methoxy-2-(2-propenyl)benzofuran (1.43 g), n-propanethiol (0.84 ml) and potassium t-butoxide (968 mg) were dissolved in DMF (15 ml) and the solution was stirred at room temperature for 5 minutes and then at 100° C. for 5 hours. After cooling the reaction temperature to room temperature, methyl bromoacetate (0.87 ml) was added and the solution was stirred at room temperature for 2 hours. The reaction solution was poured into water (150 ml) and the resultant was extracted twic... Reactants: CC1(CCNCC1)O (4-Methylpiperidin-4-ol), BrC=1C=CC(=NC1)[N+](=O)[O-] (5-bromo-2-nitropyridine). Reagents/catalysts: [I-].C(CCC)[N+](CCCC)(CCCC)CCCC (tetrabutylammonium iodide). The solvent is CS(=O)C (DMSO), CCOC(=O)C (EtOAc). Yields the product CC1(CCN(CC1)C=1C=NC(=CC1)[N+](=O)[O-])O (4-methyl-1-(6-nitropyridin-3-yl)piperidin-4-ol). The yield is 68.0%. As a reaction SMILES: [CH3:1][C:2]1([OH:8])[CH2:7][CH2:6][NH:5][CH2:4][CH2:3]1.Br[C:10]1[CH:11]=[CH:12][C:13]([N+:16]([O-:18])=[O:17])=[N:14][CH:15]=1>[I-].C([N+](CCCC)(CCCC)CCCC)CCC.CS(C)=O.CCOC(C)=O>[CH3:1][C:2]1([OH:8])[CH2:7][CH2:6][N:5]([C:10]2[CH:15]=[N:14][C:13]([N+:16]([O-:18])=[O:17])=[CH:12][CH:11]=2)[CH2:4][CH2:3]1 |f:2.3|. Reported procedure: 4-Methylpiperidin-4-ol (2.72 g, 23.6 mmol), 5-bromo-2-nitropyridine (3.2 g, 15.8 mmol), and tetrabutylammonium iodide (72 mg, 195 umol) in DMSO (20 ml) was heated to 120° C. for 18 hr. After cooling to room temperature, the reaction mixture was then diluted with EtOAc and washed with water (3×20 mL). The organic phase was then concentrated and triturated with ether to give 4-methyl-1-(6-nitropyridin-3-yl)piperidin-4-ol as a yellow solid (2.55 g, 68.2%). (M+H)+=327.9 m/e. The reactants are COC(OC)N(C)C, CCO, COC(=O)c1sc(-c2ccc(Cl)cc2)cc1N. Product: COC(=O)c1sc(-c2ccc(Cl)cc2)cc1N=CN(C)C. RXN SMILES: [CH3:18][O:19][CH:20]([N:21]([CH3:22])[CH3:23])[O:24][CH3:25].[CH3:26][CH2:27][OH:28].[NH2:1][c:2]1[c:3]([C:14](=[O:15])[O:16][CH3:17])[s:4][c:5](-[c:7]2[cH:8][cH:9][c:10]([Cl:13])[cH:11][cH:12]2)[cH:6]1>>[N:1]([c:2]1[c:3]([C:14](=[O:15])[O:16][CH3:17])[s:4][c:5](-[c:7]2[cH:8][cH:9][c:10]([Cl:13])[cH:11][cH:12]2)[cH:6]1)=[CH:20][N:21]([CH3:22])[CH3:23]. Starting materials: C1(CCCCC1)CC1N(CCCC1)CC(C)C1=CC(=CC=C1)Br (2-cyclohexylmethyl-1-[2-(3-bromophenyl)propyl]piperidine), C(CCC)[Li] (n-butyl lithium), C(C)OCC (diethyl ether), lithio. Product: CC1=C(C#N)C=CC=C1 (2-methylbenzonitrile). Reaction SMILES: [CH:1]1([CH2:7][CH:8]2CCCC[N:9]2CC(C2C=CC=C(Br)C=2)C)CCC[CH2:3][CH2:2]1.[CH2:24]([Li])CCC.C(O[CH2:32][CH3:33])C>>[CH3:24][C:33]1[CH:32]=[CH:3][CH:2]=[CH:1][C:7]=1[C:8]#[N:9]. Procedure details: Following a procedure similar to that described in Example 7, 18.9 g. (0.05 mole) of 2-cyclohexylmethyl-1-[2-(3-bromophenyl)propyl]piperidine was reacted with 0.095 mole of n-butyl lithium in diethyl ether and the resulting lithio derivative reacted directly with 12.4 g. (0.106 mole) of 2-methylbenzonitrile to give 4.85 g. of 2-cyclohexylmethyl-1-{2-[3-(2-methylbenzoyl)phenyl]propyl}piperidine as a yellow oil. Starting materials: C(C)OC(=O)C1=NNC=C1[N+](=O)[O-] (4-nitro-1H-pyrazole-3-carboxylic acid ethyl ester), FC(CCI)(F)F (1,1,1-trifluoro-3-iodo-propane). The product is C(C)OC(=O)C1=NN(C=C1[N+](=O)[O-])CCC(F)(F)F (4-nitro-1-(3,3,3-trifluoropropyl)-1H-pyrazole-3-carboxylic acid ethyl ester). The yield is 15.0%. RXN SMILES: [CH2:1]([O:3][C:4]([C:6]1[C:10]([N+:11]([O-:13])=[O:12])=[CH:9][NH:8][N:7]=1)=[O:5])[CH3:2].[F:14][C:15]([F:20])([F:19])[CH2:16][CH2:17]I>>[CH2:1]([O:3][C:4]([C:6]1[C:10]([N+:11]([O-:13])=[O:12])=[CH:9][N:8]([CH2:17][CH2:16][C:15]([F:20])([F:19])[F:14])[N:7]=1)=[O:5])[CH3:2]. Procedure details: The product was obtained according to the method described in example 4, step 2 starting from 4-nitro-1H-pyrazole-3-carboxylic acid ethyl ester and 1,1,1-trifluoro-3-iodo-propane as a mixture of regioisomers which were separated by silica gel chromatography using a heptane/ethyl acetate gradient to yield 141 mg (31%) of the desired regioisomer and 68 mg (15%) of 4-nitro-1-(3,3,3-trifluoropropyl)-1H-pyrazole-3-carboxylic acid ethyl ester. Starting materials: CC1(C)CC(O)(c2cnc(Cl)s2)CCO1, [I-], [K+], CN1C(=O)CCc2cc(S)ccc21. Yields the product CN1C(=O)CCc2cc(Sc3ncc(C4(O)CCOC(C)(C)C4)s3)ccc21. As a reaction SMILES: [Cl:16][c:17]1[s:18][c:19]([C:22]2([OH:30])[CH2:23][C:24]([CH3:28])([CH3:29])[O:25][CH2:26][CH2:27]2)[cH:20][n:21]1.[I-:2].[K+:1].[SH:3][c:4]1[cH:5][c:6]2[c:11]([cH:12][cH:13]1)[N:10]([CH3:14])[C:9](=[O:15])[CH2:8][CH2:7]2>>[S:3]([c:4]1[cH:5][c:6]2[c:11]([cH:12][cH:13]1)[N:10]([CH3:14])[C:9](=[O:15])[CH2:8][CH2:7]2)[c:17]1[s:18][c:19]([C:22]2([OH:30])[CH2:23][C:24]([CH3:28])([CH3:29])[O:25][CH2:26][CH2:27]2)[cH:20][n:21]1. The solvent is C(Cl)Cl (DCM). Reaction conditions: time 1 hour. Isolated yield 53.2%. Reaction SMILES: [Cl:1][C:2]1[N:3]=[CH:4][N:5](COCC[Si](C)(C)C)[C:6]=1[C:7]([NH:9][CH2:10][C:11]1[CH:16]=[CH:15][C:14]([Cl:17])=[C:13]([O:18][C:19]2[CH:24]=[C:23]([C:25]#[CH:26])[CH:22]=[C:21]([C:27]#[N:28])[CH:20]=2)[C:12]=1[F:29])=[O:8].C(O)(C(F)(F)F)=O>C(Cl)Cl>[Cl:1][C:2]1[N:3]=[CH:4][NH:5][C:6]=1[C:7]([NH:9][CH2:10][C:11]1[CH:16]=[CH:15][C:14]([Cl:17])=[C:13]([O:18][C:19]2[CH:24]=[C:23]([C:25]#[CH:26])[CH:22]=[C:21]([C:27]#[N:28])[CH:20]=2)[C:12]=1[F:29])=[O:8]. The product is ClC=1N=CNC1C(=O)NCC1=C(C(=C(C=C1)Cl)OC1=CC(=CC(=C1)C#C)C#N)F (4-chloro-N-({4-chloro-3-[(3-cyano-5-ethynylphenyl)oxy]-2-fluorophenyl}methyl)-1H-imidazole-5-carboxamide). Procedure: To a solution of 4-chloro-N-({4-chloro-3-[(3-cyano-5-ethynylphenyl)oxy]-2-fluorophenyl}methyl)-1-({[2-(trimethylsilyl)ethyl]oxy}methyl)-1H-imidazole-5-carboxamide (44.0 mg, 0.079 mmol) in DCM (6 ml) was added TFA (2.0 mL) and the reaction mixture was stirred at rt for one hour. The solvent was removed and the crude material was purified via reverse phase HPLC to give 4-chloro-N-({4-chloro-3-[(3-cyano-5-ethynylphenyl)oxy]-2-fluorophenyl}methyl)-1H-imidazole-5-carboxamide (23 mg, 0.042 mmol, 54% y... Reactants: ClC=1N=CN(C1C(=O)NCC1=C(C(=C(C=C1)Cl)OC1=CC(=CC(=C1)C#C)C#N)F)COCC[Si](C)(C)C (4-chloro-N-({4-chloro-3-[(3-cyano-5-ethynylphenyl)oxy]-2-fluorophenyl}methyl)-1-({[2-(trimethylsilyl)ethyl]oxy}methyl)-1H-imidazole-5-carboxamide), C(=O)(C(F)(F)F)O (TFA).